This data is from the Open Reaction Database (ORD), a public repository of structured organic reaction records. The task is: describe an organic reaction: reactants, conditions, products, and yield The reactants are FC1=CC2=C(N(C(S2)=O)CC#C)C=C1N1C(NC(=CC1=O)C(F)(F)F)=O (3-[6-fluoro-2-oxo-3-(2-propynyl)-5-benzothiazolinyl]-6-trifluoromethyl-2,4(1H,3H)-pyrimidinedione), S(=O)(=O)(OC)OC (dimethyl sulphate), C([O-])([O-])=O.[Na+].[Na+] (sodium carbonate). Run in CC(=O)C (acetone). Conditions: time 1.5 hour. The product is FC1=CC2=C(N(C(S2)=O)CC#C)C=C1N1C(=NC(=CC1=O)C(F)(F)F)OC (6-fluoro-5-[2-methoxy-6-oxo-4-trifluoromethyl-1(6H)-pyrimidinyl]-3-(2-propynyl)-2-benzothiazolinone). Reaction SMILES: [F:1][C:2]1[C:14]([N:15]2[C:20](=[O:21])[CH:19]=[C:18]([C:22]([F:25])([F:24])[F:23])[NH:17][C:16]2=[O:26])=[CH:13][C:5]2[N:6]([CH2:10][C:11]#[CH:12])[C:7](=[O:9])[S:8][C:4]=2[CH:3]=1.S(OC)(O[CH3:31])(=O)=O.C(=O)([O-])[O-].[Na+].[Na+]>CC(C)=O>[F:1][C:2]1[C:14]([N:15]2[C:20](=[O:21])[CH:19]=[C:18]([C:22]([F:23])([F:24])[F:25])[N:17]=[C:16]2[O:26][CH3:31])=[CH:13][C:5]2[N:6]([CH2:10][C:11]#[CH:12])[C:7](=[O:9])[S:8][C:4]=2[CH:3]=1 |f:2.3.4|. Procedure: A mixture of 27.50 g of 3-[6-fluoro-2-oxo-3-(2-propynyl)-5-benzothiazolinyl]-6-trifluoromethyl-2,4(1H,3H)-pyrimidinedione (see Example 1), 10.80 g of dimethyl sulphate and 9.08 g of sodium carbonate in 250 ml of acetone is heated at the boiling temperature while stirring for 1.5 hours. After cooling the solid constituent is filtered off under suction and washed with acetone. The filtrate is then evaporated to dryness under reduced pressure, the residue is dissolved in 350 ml of ethyl acetate and...